Dataset: the Open Reaction Database (ORD), a public repository of structured organic reaction records. Task: describe an organic reaction: reactants, conditions, products, and yield Starting materials: CC(=Cc1ccc(C(C)(C)C)cc1)CO, Cc1ccccc1. The product is CC(CO)Cc1ccc(C(C)(C)C)cc1. RXN SMILES: [C:1]([CH3:2])([CH3:3])([CH3:4])[c:5]1[cH:6][cH:7][c:8]([CH:11]=[C:12]([CH2:13][OH:14])[CH3:15])[cH:9][cH:10]1.[CH3:16][c:17]1[cH:18][cH:19][cH:20][cH:21][cH:22]1>>[C:1]([CH3:2])([CH3:3])([CH3:4])[c:5]1[cH:6][cH:7][c:8]([CH2:11][CH:12]([CH2:13][OH:14])[CH3:15])[cH:9][cH:10]1. Reactants: C[O-].[Na+] (sodium methoxide), C(C)(=O)O[C@H]1C[C@@H](O[C@@H]1C=CC(=O)OC)N1C(=O)NC(=O)C(C)=C1 (3'-O-acetyl-5'-carbomethoxymethylene-5'-deoxythymidine). Solvent: CO (methanol), CO (methanol). Reaction conditions: time 6 hour. The product is C(=O)(OC)C=C[C@@H]1[C@H](C[C@@H](O1)N1C(=O)NC(=O)C(C)=C1)O (5'-carbomethoxymethylene-5'-deoxythymidine). As a reaction SMILES: C[O-].[Na+].C([O:7][C@@H:8]1[C@@H:12]([CH:13]=[CH:14][C:15]([O:17][CH3:18])=[O:16])[O:11][C@@H:10]([N:19]2[CH:27]=[C:25]([CH3:26])[C:23](=[O:24])[NH:22][C:20]2=[O:21])[CH2:9]1)(=O)C>CO>[C:15]([CH:14]=[CH:13][C@H:12]1[O:11][C@@H:10]([N:19]2[CH:27]=[C:25]([CH3:26])[C:23](=[O:24])[NH:22][C:20]2=[O:21])[CH2:9][C@@H:8]1[OH:7])([O:17][CH3:18])=[O:16] |f:0.1|. Reported procedure: About 10 drops of a 25% sodium methoxide in methanol were added to a stirred solution of 1.5 g of 3'-O-acetyl-5'-carbomethoxymethylene-5'-deoxythymidine in 150 ml of dry methanol (passed through a bed of neutral alumina). The mixture was stirred at room temperature under a nitrogen atmosphere for an additional 6 hours. The reactants are P(=O)(Cl)(Cl)Cl (phosphorous oxychloride), C1(=CC=CC=C1)[Mg]Br (phenylmagnesium bromide), C(C)(=O)OC(C)=O (acetic anhydride), C1(=CC=CC=C1)[Li] (phenyllithium), phenylcarbinol enol ether, Cl (hydrochloric acid). Solvent: N1=CC=CC=C1 (pyridine). The product is C1(=CC=CC=C1)C=1C(CCCC1)=O (2-phenyl-2-cyclohexenone). RXN SMILES: [C:1]1([Mg]Br)[CH:6]=[CH:5][CH:4]=[CH:3][CH:2]=1.[C:9]1([Li])[CH:14]=[CH:13][CH:12]=[CH:11][CH:10]=1.C(OC(=O)C)(=[O:18])C.P(Cl)(Cl)(Cl)=O.Cl>N1C=CC=CC=1>[C:1]1([C:10]2[C:9](=[O:18])[CH2:14][CH2:13][CH2:12][CH:11]=2)[CH:6]=[CH:5][CH:4]=[CH:3][CH:2]=1. Reported procedure: When phenylmagnesium bromide (a) or phenyllithium (b) is used in place of 3-pyridylmagnesium bromide, the phenylcarbinol enol ether 13 arises (Scheme 3). This is refluxed with acetic anhydride (c) or dehydrated with phosphorous oxychloride and pyridine (d) and hydrolyzed with aqueous hydrochloric acid (e) to give 2-phenyl-2-cyclohexenone (14). Reduction of 14 with sodium borohydride and cerium chloride in methanol (f) provides the allylic alcohol 15 which is dehydrated (d) to 2-phenyl-1,3-cycloh... Starting materials: NC1=C(C(=CS1)C#N)C1=NC=CN=C1 (5-amino-4-(pyrazin-2-yl)thiophene-3-carbonitrile), Cl.N1=CC=CC2=C(C=CC=C12)CC(=O)O (2-(quinolin-5-yl)acetic acid hydrochloride). Procedure details: The title compound was synthesized from 5-amino-4-(pyrazin-2-yl)thiophene-3-carbonitrile (30.5 mg, 0.15 mmol) and 2-(quinolin-5-yl)acetic acid hydrochloride (36 mg, 0.16 mmol) according to protocol A. The product was purified by HPLC method [4], retention time=1.393 min; MS(ESI) 372.1 (MH+); 1H NMR (300 MHz, CD3OD) δ 9.30 (d, J=1.5 Hz, 1H), 9.06 (dd, J=4.8, 1.3 Hz, 1H), 8.99 (d, J=8.5 Hz, 1H), 8.51 (d, J=2.6 Hz, 1H), 8.29 (t, J=1.9 Hz, 1H), 8.20 (d, J=8.6 Hz, 1H), 8.09 (dd, J=8.6, 7.1 Hz, 1H), 7... As a reaction SMILES: [NH2:1][C:2]1[S:6][CH:5]=[C:4]([C:7]#[N:8])[C:3]=1[C:9]1[CH:14]=[N:13][CH:12]=[CH:11][N:10]=1.Cl.[N:16]1[C:25]2[C:20](=[C:21]([CH2:26][C:27](O)=[O:28])[CH:22]=[CH:23][CH:24]=2)[CH:19]=[CH:18][CH:17]=1>>[C:7]([C:4]1[C:3]([C:9]2[CH:14]=[N:13][CH:12]=[CH:11][N:10]=2)=[C:2]([NH:1][C:27](=[O:28])[CH2:26][C:21]2[CH:22]=[CH:23][CH:24]=[C:25]3[C:20]=2[CH:19]=[CH:18][CH:17]=[N:16]3)[S:6][CH:5]=1)#[N:8] |f:1.2|. The product is C(#N)C=1C(=C(SC1)NC(CC1=C2C=CC=NC2=CC=C1)=O)C1=NC=CN=C1 (N-(4-Cyano-3-(pyrazin-2-yl)thiophen-2-yl)-2-(quinolin-5-yl)acetamide). The reactants are [BH3-]C#N, CC(=O)O, CO, Cc1[nH]cc2c(=O)n(-c3ccc(Cl)cc3)nc-2c1-c1cccc(N)c1, [Na+], O=Cc1cccnc1. Yields the product Cc1[nH]cc2c(=O)n(-c3ccc(Cl)cc3)nc-2c1-c1cccc(NCc2cccnc2)c1. As a reaction SMILES: [C:38]([BH3-:39])#[N:40].[CH3:34][C:35](=[O:36])[OH:37].[CH3:42][OH:43].[NH2:1][c:2]1[cH:3][c:4](-[c:8]2[c:9]3[n:17][n:16](-[c:18]4[cH:19][cH:20][c:21]([Cl:24])[cH:22][cH:23]4)[c:15](=[O:25])[c:10]-3[cH:11][nH:12][c:13]2[CH3:14])[cH:5][cH:6][cH:7]1.[Na+:41].[n:26]1[cH:27][c:28]([CH:32]=[O:33])[cH:29][cH:30][cH:31]1>>[NH:1]([c:2]1[cH:3][c:4](-[c:8]2[c:9]3[n:17][n:16](-[c:18]4[cH:19][cH:20][c:21]([Cl:24])[cH:22][cH:23]4)[c:15](=[O:25])[c:10]-3[cH:11][nH:12][c:13]2[CH3:14])[cH:5][cH:6][cH:7]1)[CH2:32][c:28]1[cH:27][n:26][cH:31][cH:30][cH:29]1. Starting materials: C1CCOC1, CO, C=CCOC(=O)CCCC=CCC1C(Cl)CC(O)C1C=CC(O)CCCC(C)O, Cl, [Li+], [OH-]. The product is CC(O)CCCC(O)C=CC1C(O)CC(Cl)C1CC=CCCCC(=O)O. RXN SMILES: [CH2:35]1[O:36][CH2:37][CH2:38][CH2:39]1.[CH3:32][OH:33].[Cl:1][CH:2]1[CH2:3][CH:4]([OH:29])[CH:5]([CH:19]=[CH:20][CH:21]([CH2:22][CH2:23][CH2:24][CH:25]([CH3:26])[OH:27])[OH:28])[CH:6]1[CH2:7][CH:8]=[CH:9][CH2:10][CH2:11][CH2:12][C:13](=[O:14])[O:15][CH2:16][CH:17]=[CH2:18].[ClH:34].[Li+:30].[OH-:31]>>[Cl:1][CH:2]1[CH2:3][CH:4]([OH:29])[CH:5]([CH:19]=[CH:20][CH:21]([CH2:22][CH2:23][CH2:24][CH:25]([CH3:26])[OH:27])[OH:28])[CH:6]1[CH2:7][CH:8]=[CH:9][CH2:10][CH2:11][CH2:12][C:13](=[O:14])[OH:15]. Run in C(C)O (ethanol). Starting materials: [OH-].[Na+] (sodium hydroxide), CN(C(C1=CC=C(C=C1)N)=O)C (N,N-dimethyl-p-aminobenzamide), ClC1=CC=NC2=CC(=CC=C12)C(F)(F)F (4-chloro-7-trifluoromethylquinoline), Cl (hydrochloric acid). Reported procedure: A mixture of 0.1 mole of N,N-dimethyl-p-aminobenzamide, 0.1 mole of 4-chloro-7-trifluoromethylquinoline, 8 ml. of concentrated hydrochloric acid and 500 ml. of absolute ethanol is heated at reflux for 19 hours, after which 100 ml. of 2.5N sodium hydroxide is added. The mixture is cooled and filtered and the filter cake is recrystallized from methanol. There is thus obtained p-[(7-trifluoromethyl-4-quinolyl)amino]-N,N-dimethylbenzamide. Reaction SMILES: [CH3:1][N:2]([CH3:12])[C:3](=[O:11])[C:4]1[CH:9]=[CH:8][C:7]([NH2:10])=[CH:6][CH:5]=1.Cl[C:14]1[C:23]2[C:18](=[CH:19][C:20]([C:24]([F:27])([F:26])[F:25])=[CH:21][CH:22]=2)[N:17]=[CH:16][CH:15]=1.Cl.[OH-].[Na+]>C(O)C>[F:27][C:24]([F:25])([F:26])[C:20]1[CH:19]=[C:18]2[C:23]([C:14]([NH:10][C:7]3[CH:8]=[CH:9][C:4]([C:3]([N:2]([CH3:12])[CH3:1])=[O:11])=[CH:5][CH:6]=3)=[CH:15][CH:16]=[N:17]2)=[CH:22][CH:21]=1 |f:3.4|. The product is FC(C1=CC=C2C(=CC=NC2=C1)NC1=CC=C(C(=O)N(C)C)C=C1)(F)F (p-[(7-trifluoromethyl-4-quinolyl)amino]-N,N-dimethylbenzamide).